Dataset: the Open Reaction Database (ORD), a public repository of structured organic reaction records. Task: describe an organic reaction: reactants, conditions, products, and yield Reactants: CCCCCCN1CC2C(C1)C2(C)c1cccc(N)c1, ClCCl, c1ccncc1, O=S(=O)(Cl)c1cccnc1. Yields the product CCCCCCN1CC2C(C1)C2(C)c1cccc(NS(=O)(=O)c2cccnc2)c1. RXN SMILES: [CH2:1]([CH2:2][CH2:3][CH2:4][CH2:5][CH3:6])[N:7]1[CH2:8][CH:9]2[C:10]([CH3:13])([c:14]3[cH:15][c:16]([NH2:20])[cH:17][cH:18][cH:19]3)[CH:11]2[CH2:12]1.[Cl:37][CH2:38][Cl:39].[cH:21]1[cH:22][cH:23][n:24][cH:25][cH:26]1.[n:27]1[cH:28][c:29]([S:33](=[O:34])(=[O:35])[Cl:36])[cH:30][cH:31][cH:32]1>>[CH2:1]([CH2:2][CH2:3][CH2:4][CH2:5][CH3:6])[N:7]1[CH2:8][CH:9]2[C:10]([CH3:13])([c:14]3[cH:15][c:16]([NH:20][S:33]([c:29]4[cH:28][n:27][cH:32][cH:31][cH:30]4)(=[O:34])=[O:35])[cH:17][cH:18][cH:19]3)[CH:11]2[CH2:12]1.